Dataset: the Open Reaction Database (ORD), a public repository of structured organic reaction records. Task: describe an organic reaction: reactants, conditions, products, and yield Starting materials: CC1C(C(CC(=C1)C)C)C(CC)O (1-(2,4,6-Trimethyl-cyclohex-3-enyl)-propan-1-ol). Reagents/catalysts: [O-2].[O-2].[O-2].[Cr+6] (chromium trioxide). The solvent is S(O)(O)(=O)=O (sulfuric acid), O (water), CC(=O)C (acetone). Reaction conditions: temperature 0 celsius, time 2 hour. Product: CC1C(C(CC(=C1)C)C)C(CC)=O (1-(2,4,6-trimethyl-cyclohex-3-enyl)-propan-1-one). Yield: 62.7%. As a reaction SMILES: [CH3:1][CH:2]1[CH:7]=[C:6]([CH3:8])[CH2:5][CH:4]([CH3:9])[CH:3]1[CH:10]([OH:13])[CH2:11][CH3:12]>CC(C)=O.S(=O)(=O)(O)O.O.[O-2].[O-2].[O-2].[Cr+6]>[CH3:1][CH:2]1[CH:7]=[C:6]([CH3:8])[CH2:5][CH:4]([CH3:9])[CH:3]1[C:10](=[O:13])[CH2:11][CH3:12] |f:4.5.6.7|. Reported procedure: 1-(2,4,6-Trimethyl-cyclohex-3-enyl)-propan-1-ol (182 g, 1.0 mol) dissolved in acetone (400 mL) was added dropwise to a solution of chromium trioxide (CrO3, 108 g, 1.08 mol) in aqueous sulfuric acid (H2SO4, 400 mL, 172 g in water) at −10° C. The resulting mixture was aged for 2 hours as the mixture warmed to 0° C. The mixture was then diluted with water and extracted with toluene. The organic layer was concentrated by rotary evaporation and distilled via fractionation to provide 1-(2,4,6-trimethy... Starting materials: C(C(C)C)C1=CC=C(C=C1)C(C=O)C (α-(4-isobutylphenyl)propionaldehyde), [Mn](=O)(=O)(=O)[O-] (permanganate), Cl[O-] (hypochlorite). Yields the product C(C(C)C)C1=CC=C(C=C1)C(C(=O)O)C (α-(4-isobutylphenyl)propionic acid). RXN SMILES: [CH2:1]([C:5]1[CH:10]=[CH:9][C:8]([CH:11]([CH3:14])[CH:12]=[O:13])=[CH:7][CH:6]=1)[CH:2]([CH3:4])[CH3:3].[Mn]([O-])(=O)(=O)=[O:16].Cl[O-]>>[CH2:1]([C:5]1[CH:6]=[CH:7][C:8]([CH:11]([CH3:14])[C:12]([OH:16])=[O:13])=[CH:9][CH:10]=1)[CH:2]([CH3:4])[CH3:3]. Reported procedure: After the hydroformylation, the obtained α-(4-isobutylphenyl)propionaldehyde is oxidized by the conventional method using, for example, permanganate or hypochlorite to obtain the ibuprofen, α-(4-isobutylphenyl)propionic acid. Starting materials: C(C)(C)NC(C)C (diisopropylamine), [Li]CCCC (n-BuLi), COP(OC)(=O)CC=1N(C2=NC(=NC(=C2N1)N1CCOCC1)Cl)C ((2-chloro-9-methyl-6-morpholin-4-yl-9H-purin-8-ylmethyl)phosphonic acid dimethyl ester), C(C)(C)(C)OC(=O)N1CC(C1)=O (3-oxo-azetidine-1-carboxylic acid tert-butyl ester). Solvent: C1CCOC1 (THF), C1CCOC1 (THF), C1CCOC1 (THF). Run at time 20 minute. Yields the product C(C)(C)(C)OC(=O)N1CC(C1)=CC=1N(C2=NC(=NC(=C2N1)N1CCOCC1)Cl)C (3-(2-Chloro-9-methyl-6-morpholin-4-yl-9H-purin-8-ylmethylene)azetidine-1-carboxylic acid tert-butyl ester). Yield: 92.4%. RXN SMILES: C(NC(C)C)(C)C.[Li]CCCC.COP([CH2:19][C:20]1[N:21]([CH3:36])[C:22]2[C:27]([N:28]=1)=[C:26]([N:29]1[CH2:34][CH2:33][O:32][CH2:31][CH2:30]1)[N:25]=[C:24]([Cl:35])[N:23]=2)(=O)OC.[C:37]([O:41][C:42]([N:44]1[CH2:47][C:46](=O)[CH2:45]1)=[O:43])([CH3:40])([CH3:39])[CH3:38]>C1COCC1>[C:37]([O:41][C:42]([N:44]1[CH2:47][C:46](=[CH:19][C:20]2[N:21]([CH3:36])[C:22]3[C:27]([N:28]=2)=[C:26]([N:29]2[CH2:30][CH2:31][O:32][CH2:33][CH2:34]2)[N:25]=[C:24]([Cl:35])[N:23]=3)[CH2:45]1)=[O:43])([CH3:40])([CH3:38])[CH3:39]. Procedure details: To a solution of diisopropylamine (1.4 mL, 9.8 mmol) in THF (3 mL) at −78° C. was added n-BuLi (3.9 mL, 9.8 mmol, 2.5 M in hexanes) and the resulting mixture allowed to stir for 20 min. The resulting solution was added to a pale green solution of (2-chloro-9-methyl-6-morpholin-4-yl-9H-purin-8-ylmethyl)phosphonic acid dimethyl ester (3.36 g, 8.9 mmol) in THF (80 mL) at −78° C. The resulting mixture was warmed to r.t. before a solution of 3-oxo-azetidine-1-carboxylic acid tert-butyl ester (1.76 g,... Reactants: O1C=CC2=NC=C(C=C21)C(CC(=O)O)N2C(N(CC2)CCCC2=NC=1NCCCC1C=C2)=O (3-(Furo[3,2-b]pyridin-6-yl)-3-{2-oxo-3-[3-(5,6,7,8-tetrahydro-[1,8]naphthyridin-2-yl)propyl]imidazolidin-1-yl}propionic acid). The reagents and catalysts are O=[Pt]=O (PtO2). Run in C(C)(=O)O (acetic acid). Reaction conditions: time 1 hour. The product is O1CCC2=NC=C(C=C21)C(CC(=O)O)N2C(N(CC2)CCCC2=NC=1NCCCC1C=C2)=O (3-(2,3-Dihydrofuro[3,2-b]pyridin-6-yl)-3-{2-oxo-3-[3-(5,6,7,8-tetrahydro-[1,8]naphthyridin-2-yl)propyl]imidazolidin-1-yl}propionic acid). Reaction SMILES: [O:1]1[C:9]2[C:4](=[N:5][CH:6]=[C:7]([CH:10]([N:15]3[CH2:19][CH2:18][N:17]([CH2:20][CH2:21][CH2:22][C:23]4[CH:32]=[CH:31][C:30]5[CH2:29][CH2:28][CH2:27][NH:26][C:25]=5[N:24]=4)[C:16]3=[O:33])[CH2:11][C:12]([OH:14])=[O:13])[CH:8]=2)[CH:3]=[CH:2]1>C(O)(=O)C.O=[Pt]=O>[O:1]1[C:9]2[C:4](=[N:5][CH:6]=[C:7]([CH:10]([N:15]3[CH2:19][CH2:18][N:17]([CH2:20][CH2:21][CH2:22][C:23]4[CH:32]=[CH:31][C:30]5[CH2:29][CH2:28][CH2:27][NH:26][C:25]=5[N:24]=4)[C:16]3=[O:33])[CH2:11][C:12]([OH:14])=[O:13])[CH:8]=2)[CH2:3][CH2:2]1. Procedure details: A solution of 24-4 (181 mg, 0.38 mmol) in acetic acid (5 mL) was treated with PtO2 (100 mg) and stirred under a hydrogen atmosphere for 1 h. The catalyst was removed by filtration through celite and the residue chromatographed (75% 20:1:1 EtOH/NH4OH/H2O-25% EtOAc) to afford 24-5 as a colorless glass. The reactants are BrC1=C(OC=2C3=C(N=C(N2)C)N(N=N3)C(CCC)CCC)C(=CC(=C1)C(=C)C)OC (7-[2-bromo-6-methoxy-4-(1-methylethenyl)phenoxy]-5-methyl-3-(1-propylbutyl)-3H-1,2,3-triazolo[4,5-d]pyrimidine). Reagents/catalysts: [Pt] (Platinum black). Run in C(C)O (ethanol). Run at time 18 hour. Product: BrC1=C(OC=2C3=C(N=C(N2)C)N(N=N3)C(CCC)CCC)C(=CC(=C1)C(C)C)OC (7-[2-Bromo-6-methoxy-4-(1-methylethyl)phenoxy]-5-methyl-3-(1-propylbutyl)-3H-1,2,3-triazolo[4,5-d]pyrimidine). Reaction SMILES: [Br:1][C:2]1[CH:25]=[C:24]([C:26]([CH3:28])=[CH2:27])[CH:23]=[C:22]([O:29][CH3:30])[C:3]=1[O:4][C:5]1[C:6]2[N:14]=[N:13][N:12]([CH:15]([CH2:19][CH2:20][CH3:21])[CH2:16][CH2:17][CH3:18])[C:7]=2[N:8]=[C:9]([CH3:11])[N:10]=1>C(O)C.[Pt]>[Br:1][C:2]1[CH:25]=[C:24]([CH:26]([CH3:28])[CH3:27])[CH:23]=[C:22]([O:29][CH3:30])[C:3]=1[O:4][C:5]1[C:6]2[N:14]=[N:13][N:12]([CH:15]([CH2:16][CH2:17][CH3:18])[CH2:19][CH2:20][CH3:21])[C:7]=2[N:8]=[C:9]([CH3:11])[N:10]=1. Procedure: Platinum black, 5% (0.19 g) was added to a solution of 7-[2-bromo-6-methoxy-4-(1-methylethenyl)phenoxy]-5-methyl-3-(1-propylbutyl)-3H-1,2,3-triazolo[4,5-d]pyrimidine (0.17 g) in 50 mL of ethanol. The mixture was hydrogenated at a pressure of 40 psi for 18 hours and filtered through celite. The filtrate was stripped of the solvent under reduced pressure and the residue recrystallized from hexane to yield the title compound as a colorless crystalline solid, mp 129-131° C. Reported procedure: Prepared analogous to Example 1 substituting (±)-tert-butyl-3-((4,6-dimethylpyrimidin-2-yl)amino)-2-methylpiperidine-1-carboxylate with the title compound from Step A. The reactants are C(C)(C)(C)OC(=O)N1C(C(CCC1)NC1=NC(=CC(=N1)C)C)C ((±)-tert-butyl-3-((4,6-dimethylpyrimidin-2-yl)amino)-2-methylpiperidine-1-carboxylate), C(C)(C)(C)OC(=O)N1[C@H]([C@@H](CCC1)NC1=NC=C(C=C1)Cl)C (trans-(±)-tert-butyl-3-((5-chloropyridin-2-yl)amino)-2-methylpiperidine-1-carboxylate). The product is ClC=1C=CC(=NC1)N[C@H]1[C@@H](NCCC1)C (trans-(±)-5-chloro-N-(2-methylpiperidin-3-yl)pyridin-2-amine). Reaction SMILES: C(OC(N1CCCC(NC2N=C(C)C=C(C)N=2)C1C)=O)(C)(C)C.C(OC([N:31]1[CH2:36][CH2:35][CH2:34][C@@H:33]([NH:37][C:38]2[CH:43]=[CH:42][C:41]([Cl:44])=[CH:40][N:39]=2)[C@@H:32]1[CH3:45])=O)(C)(C)C>>[Cl:44][C:41]1[CH:42]=[CH:43][C:38]([NH:37][C@@H:33]2[CH2:34][CH2:35][CH2:36][NH:31][C@H:32]2[CH3:45])=[N:39][CH:40]=1. Starting materials: CN1N=CC(=C1C)C(CC)NS(=O)C(C)(C)C (N-(1-(1,5-dimethyl-1H-pyrazol-4-yl)propyl)-2-methylpropane-2-sulfinamide), Cl (HCl). The solvent is CO (MeOH). Run at time 15 hour. The product is Cl.Cl.CN1N=CC(=C1C)C(CC)N (1-(1,5-dimethyl-1H-pyrazol-4-yl)propan-1-amine Dihydrochloride). Isolated yield 99.0%. Reaction SMILES: [CH3:1][N:2]1[C:6]([CH3:7])=[C:5]([CH:8]([NH:11]S(C(C)(C)C)=O)[CH2:9][CH3:10])[CH:4]=[N:3]1.[ClH:18]>CO>[ClH:18].[ClH:18].[CH3:1][N:2]1[C:6]([CH3:7])=[C:5]([CH:8]([NH2:11])[CH2:9][CH3:10])[CH:4]=[N:3]1 |f:3.4.5|. Procedure details: N-(1-(1,5-dimethyl-1H-pyrazol-4-yl)propyl)-2-methylpropane-2-sulfinamide (Step A5B) (650 mg, 1.8 mmol) was dissolved in 10% HCl in MeOH (5 ml) and the resulting mixture was stirred for 15 h. The mixture was concentrated to give a pale yellow solid, which was recrystallized (MeOH-Ether) to give the title product as a white solid (460 mg, >99% yield). 1H NMR (300 MHz, DMSO-d6) δ 0.76 (3H, t, J=6.0 Hz), 1.70-1.84 (1H, m), 1.89-2.03 (1H, m), 2.23 (3H, s), 3.72 (3H, s), 3.96-4.03 (1H, m), 7.54 (1H, s...